From a dataset of the Open Reaction Database (ORD), a public repository of structured organic reaction records. describe an organic reaction: reactants, conditions, products, and yield Reported procedure: N-Ethyl-1H-pyrrole-3-carboxamide (50 mg, 0.36 mmol) was dissolved in THF (3 mL) and the solution was cooled down to 0° C. NaH (72 mg, 60%, 1.8 mmol) was then added and the reaction mixture was allowed to warm to room temperature and stirred for 1 hour at room temperature. The reaction mixture was cooled down to 0° C. again and 2-(1,1-difluoroethyl)-1-(tetrahydro-2H-pyran-4-ylmethyl)-1H-benzimidazole-5-sulfonyl chloride (114 mg, 0.30 mmol) was added slowly, allowing the reaction to warm to room t... Conditions: temperature 0 celsius, time 1 hour. As a reaction SMILES: [CH2:1]([NH:3][C:4]([C:6]1[CH:10]=[CH:9][NH:8][CH:7]=1)=[O:5])[CH3:2].[H-].[Na+].[F:13][C:14]([C:17]1[N:21]([CH2:22][CH:23]2[CH2:28][CH2:27][O:26][CH2:25][CH2:24]2)[C:20]2[CH:29]=[CH:30][C:31]([S:33](Cl)(=[O:35])=[O:34])=[CH:32][C:19]=2[N:18]=1)([F:16])[CH3:15].[NH4+].[Cl-]>C1COCC1.CCOC(C)=O>[F:13][C:14]([C:17]1[N:21]([CH2:22][CH:23]2[CH2:24][CH2:25][O:26][CH2:27][CH2:28]2)[C:20]2[CH:29]=[CH:30][C:31]([S:33]([N:8]3[CH:9]=[CH:10][C:6]([C:4]([NH:3][CH2:1][CH3:2])=[O:5])=[CH:7]3)(=[O:34])=[O:35])=[CH:32][C:19]=2[N:18]=1)([F:16])[CH3:15] |f:1.2,4.5|. Starting materials: [NH4+].[Cl-] (NH4Cl), C(C)NC(=O)C1=CNC=C1 (N-Ethyl-1H-pyrrole-3-carboxamide), FC(C)(F)C1=NC2=C(N1CC1CCOCC1)C=CC(=C2)S(=O)(=O)Cl (2-(1,1-difluoroethyl)-1-(tetrahydro-2H-pyran-4-ylmethyl)-1H-benzimidazole-5-sulfonyl chloride), [H-].[Na+] (NaH). Run in CCOC(=O)C (EtOAc), C1CCOC1 (THF). The product is FC(C)(F)C1=NC2=C(N1CC1CCOCC1)C=CC(=C2)S(=O)(=O)N2C=C(C=C2)C(=O)NCC (1-{[2-(1,1-Difluoroethyl)-1-(tetrahydro-2H-pyran-4-ylmethyl)-1H-benzimidazol-5-yl]sulfonyl}-N-ethyl-1H-pyrrole-3-carboxamide). The reactants are ice water, [N+](=O)([O-])[O-].[K+] (potassium nitrate), ice, OC1=NC=2C=CC=3C(C2N=C1O)=NN(N3)C (7,8-dihydroxy-2-methyl-2H-1,2,3-triazolo[4,5-f]quinoxaline). Reaction conditions: temperature 0 celsius, time 2 hour. Product: OC1=NC=2C=C(C=3C(C2N=C1O)=NN(N3)C)[N+](=O)[O-] (7,8-Dihydroxy-2-methyl-4-nitro-2H-1,2,3-triazolo[4,5-f]quinoxaline). The yield is 22.4%. RXN SMILES: [N+:1]([O-:4])([O-])=[O:2].[K+].[OH:6][C:7]1[C:16]([OH:17])=[N:15][C:14]2[C:13]3=[N:18][N:19]([CH3:21])[N:20]=[C:12]3[CH:11]=[CH:10][C:9]=2[N:8]=1>>[OH:6][C:7]1[C:16]([OH:17])=[N:15][C:14]2[C:13]3=[N:18][N:19]([CH3:21])[N:20]=[C:12]3[C:11]([N+:1]([O-:4])=[O:2])=[CH:10][C:9]=2[N:8]=1 |f:0.1|. Procedure details: Finely powdered potassium nitrate (0.47 g, 4.6 mmol) was added to an ice-cooled solution of 7,8-dihydroxy-2-methyl-2H-1,2,3-triazolo[4,5-f]quinoxaline (1.0 g, 4.6 mmol). The mixture was stirred at 0° C. for 11/2 h, then at room temperature for 4 h and finally poured into ice/water. The resulting solution was extracted with ethyl acetate. The extract was dried over anhydrous sodium sulfate and concentrated to dryness giving 0.27 g (22%) of the nitro compound; m.p.>300° C.; IR (KBr): 1700 cm-1 ; 1... Starting materials: O=C1OCc2cc(Br)ccc21, CO, C[O-], Cl, Oc1ccc(F)cc1, [Na+], CN(C)C=O. Yields the product O=C(O)c1ccc(Br)cc1COc1ccc(F)cc1. RXN SMILES: [Br:1][c:2]1[cH:3][c:4]2[c:9]([cH:10][cH:11]1)[C:7](=[O:8])[O:6][CH2:5]2.[CH3:20][OH:21].[CH3:22][O-:23].[ClH:25].[F:12][c:13]1[cH:14][cH:15][c:16]([OH:19])[cH:17][cH:18]1.[Na+:24].[O:26]=[CH:27][N:28]([CH3:29])[CH3:30]>>[Br:1][c:2]1[cH:3][c:4]([CH2:5][O:19][c:16]2[cH:15][cH:14][c:13]([F:12])[cH:18][cH:17]2)[c:9]([C:7]([OH:6])=[O:8])[cH:10][cH:11]1.